This data is from the Open Reaction Database (ORD), a public repository of structured organic reaction records. The task is: describe an organic reaction: reactants, conditions, products, and yield Starting materials: O=C(Nc1nc(-c2ccco2)c(N2CCOCC2)s1)c1ccc(CCl)nc1, CN(C)C=O, O, c1c[nH]cn1. Yields the product O=C(Nc1nc(-c2ccco2)c(N2CCOCC2)s1)c1ccc(Cn2ccnc2)nc1. Reaction SMILES: [Cl:1][CH2:2][c:3]1[n:4][cH:5][c:6]([C:9](=[O:10])[NH:11][c:12]2[s:13][c:14]([N:22]3[CH2:23][CH2:24][O:25][CH2:26][CH2:27]3)[c:15](-[c:17]3[o:18][cH:19][cH:20][cH:21]3)[n:16]2)[cH:7][cH:8]1.[O:34]=[CH:35][N:36]([CH3:37])[CH3:38].[OH2:33].[nH:28]1[cH:29][n:30][cH:31][cH:32]1>>[CH2:2]([c:3]1[n:4][cH:5][c:6]([C:9](=[O:10])[NH:11][c:12]2[s:13][c:14]([N:22]3[CH2:23][CH2:24][O:25][CH2:26][CH2:27]3)[c:15](-[c:17]3[o:18][cH:19][cH:20][cH:21]3)[n:16]2)[cH:7][cH:8]1)[n:28]1[cH:29][n:30][cH:31][cH:32]1. The reactants are I.ClC=1C=C(C=CC1)NC(=O)N=C(N)SC (methyl N'-{[(3-chlorophenyl)amino]carbonyl}-carbamimidothioate hydroiodide), C(CN)N (ethylenediamine). The solvent is CO (methanol). Product: I.ClC=1C=C(C=CC1)NC(=O)N=C1NCCN1 (N-(3-chlorophenyl)-N'-(2-imidazolidinylidene) urea hydroiodide). RXN SMILES: [IH:1].[Cl:2][C:3]1[CH:4]=[C:5]([NH:9][C:10]([N:12]=[C:13](SC)[NH2:14])=[O:11])[CH:6]=[CH:7][CH:8]=1.[CH2:17](N)[CH2:18][NH2:19]>CO>[IH:1].[Cl:2][C:3]1[CH:4]=[C:5]([NH:9][C:10]([N:12]=[C:13]2[NH:14][CH2:17][CH2:18][NH:19]2)=[O:11])[CH:6]=[CH:7][CH:8]=1 |f:0.1,4.5|. Procedure details: To 37.1 grams (0.1 mole) of methyl N'-{[(3-chlorophenyl)amino]carbonyl}-carbamimidothioate hydroiodide thus prepared is added 6.0 grams (0.1 mole) of ethylenediamine in 100 milliliters of methanol and the resulting mixture allowed to heat under reflux for five hours. The resulting reaction mixture is evaporated to dryness in vacuo and diluted with tertiary-butyl alcohol to obtain crystals of N-(3-chlorophenyl)-N'-(2-imidazolidinylidene) urea hydroiodide product as a crystalline solid. The crysta... Starting materials: C1(CCCC1)[Mg]Br (cyclopentylmagnesium bromide), C(C)(C)(C)OC(=O)N1CC=2N(CC1)C(=NC2C(N(C)OC)=O)C(F)(F)F (1-(methoxy-methyl-carbamoyl)-3-trifluoromethyl-5,6-dihydro-8H-imidazo[1,5-a]pyrazine-7-carboxylic acid tert-butyl ester), [Cl-].[NH4+] (ammonium chloride). Solvent: O1CCCC1 (tetrahydrofuran), [Cl-].[Na+].O (brine). Yields the product C(C)(C)(C)OC(=O)N1CC=2N(CC1)C(=NC2C(=O)C2CCCC2)C(F)(F)F (1-cyclopentanecarbonyl-3-trifluoromethyl-5,6-dihydro-8H-imidazo[1,5-a]pyrazine-7-carboxylic acid tert-butyl ester). Isolated yield 32.7%. Reaction SMILES: [C:1]([O:5][C:6]([N:8]1[CH2:13][CH2:12][N:11]2[C:14]([C:23]([F:26])([F:25])[F:24])=[N:15][C:16]([C:17](=[O:22])N(OC)C)=[C:10]2[CH2:9]1)=[O:7])([CH3:4])([CH3:3])[CH3:2].[CH:27]1([Mg]Br)[CH2:31][CH2:30][CH2:29][CH2:28]1.[Cl-].[NH4+]>O1CCCC1.[Cl-].[Na+].O>[C:1]([O:5][C:6]([N:8]1[CH2:13][CH2:12][N:11]2[C:14]([C:23]([F:25])([F:24])[F:26])=[N:15][C:16]([C:17]([CH:27]3[CH2:31][CH2:30][CH2:29][CH2:28]3)=[O:22])=[C:10]2[CH2:9]1)=[O:7])([CH3:2])([CH3:4])[CH3:3] |f:2.3,5.6.7|. Procedure: 1-(Methoxy-methyl-carbamoyl)-3-trifluoromethyl-5,6-dihydro-8H-imidazo[1,5-a]pyrazine-7-carboxylic acid tert-butyl ester 27e (0.3 g, 0.79 mmol) was dissolved in 20 mL of tetrahydrofuran under stirring, and then cyclopentylmagnesium bromide (0.79 mL, 1.58 mmol) was added dropwise to the solution at 0° C. The reaction mixture was stirred at 0° C. for 3 hours and monitored by thin layer chromatography until the disappearance of the starting materials. 50 mL of saturated ammonium chloride and 10 mL o... The reactants are CO, Cn1ncc(Cl)c1-c1cc(C(=O)NC(Cc2cccc(F)c2)CN2C(=O)c3ccccc3C2=O)sc1Cl, NN, C1CCOC1. The product is Cn1ncc(Cl)c1-c1cc(C(=O)NC(CN)Cc2cccc(F)c2)sc1Cl. As a reaction SMILES: [CH3:45][OH:46].[Cl:1][c:2]1[c:3](-[c:31]2[c:32]([Cl:37])[cH:33][n:34][n:35]2[CH3:36])[cH:4][c:5]([C:7](=[O:8])[NH:9][CH:10]([CH2:11][N:12]2[C:13](=[O:14])[c:15]3[c:16]([cH:17][cH:18][cH:19][cH:20]3)[C:21]2=[O:22])[CH2:23][c:24]2[cH:25][c:26]([F:30])[cH:27][cH:28][cH:29]2)[s:6]1.[NH2:38][NH2:39].[O:40]1[CH2:41][CH2:42][CH2:43][CH2:44]1>>[Cl:1][c:2]1[c:3](-[c:31]2[c:32]([Cl:37])[cH:33][n:34][n:35]2[CH3:36])[cH:4][c:5]([C:7](=[O:8])[NH:9][CH:10]([CH2:11][NH2:12])[CH2:23][c:24]2[cH:25][c:26]([F:30])[cH:27][cH:28][cH:29]2)[s:6]1. The reactants are 2-amino-4-(m,m'-di-t-butyl-p-hydroxyphenyl)-butane, C1=CC=CC=C1 (benzene), N1=CC=CC=C1 (pyridine), C1=CC(=CC=C1CC2=CC=C(C=C2)N=C=O)N=C=O (diphenylmethane-4,4'-diisocyanate). Run in C(Cl)(Cl)Cl (chloroform). Run at temperature 40 celsius. Product: 77, C1(=CC=CC=C1)CC1=CC=CC=C1 (diphenylmethane). Reaction SMILES: C1C=CC=CC=1.N1C=CC=CC=1.[CH:13]1[C:18]([CH2:19][C:20]2[CH:25]=[CH:24][C:23](N=C=O)=[CH:22][CH:21]=2)=[CH:17][CH:16]=[C:15](N=C=O)[CH:14]=1>C(Cl)(Cl)Cl>[C:18]1([CH2:19][C:20]2[CH:21]=[CH:22][CH:23]=[CH:24][CH:25]=2)[CH:13]=[CH:14][CH:15]=[CH:16][CH:17]=1. Procedure details: To 111 parts of 2-amino-4-(m,m'-di-t-butyl-p-hydroxyphenyl)-butane, 500 parts by volume of benzene and 2 parts by volume of pyridine there are added, slowly, 55 parts of diphenylmethane-4,4'-diisocyanate in 500 parts by volume of chloroform at 25° to 30° C. The mixture is then heated at 40° C for 1 hour and filtered. There are obtained 77 parts (48% of theory) of 4,4'-di-4"' -(m,m'-di-t-butyl-p-hydroxyphenyl)-butyl-2"' -ureido]-diphenylmethane, m.p. 183° to 186° C after recrystallization from 1:... Reactants: Fc1cc(Br)ccc1C1OCCO1, CC(C)(C)OC(=O)CC(=O)OC(C)(C)C, C1CCOC1, [Cl-], [H-], [NH4+], [Na+]. Yields the product CC(C)(C)OC(=O)C(C(=O)OC(C)(C)C)c1ccc(C2OCCO2)c(F)c1. Reaction SMILES: [Br:18][c:19]1[cH:20][c:21]([F:30])[c:22]([CH:25]2[O:26][CH2:27][CH2:28][O:29]2)[cH:23][cH:24]1.[C:1]([CH2:2][C:3](=[O:4])[O:5][C:6]([CH3:7])([CH3:8])[CH3:9])(=[O:10])[O:11][C:12]([CH3:13])([CH3:14])[CH3:15].[CH2:33]1[O:34][CH2:35][CH2:36][CH2:37]1.[Cl-:31].[H-:16].[NH4+:32].[Na+:17]>>[C:1]([CH:2]([C:3](=[O:4])[O:5][C:6]([CH3:7])([CH3:8])[CH3:9])[c:19]1[cH:20][c:21]([F:30])[c:22]([CH:25]2[O:26][CH2:27][CH2:28][O:29]2)[cH:23][cH:24]1)(=[O:10])[O:11][C:12]([CH3:13])([CH3:14])[CH3:15]. Reactants: NC(=O)CCC(=O)NBr, Cc1ccc(C(=O)C(C)(C)C)cc1, O=C(OOC(=O)c1ccccc1)c1ccccc1, ClC(Cl)(Cl)Cl. The product is CC(C)(C)C(=O)c1ccc(CBr)cc1. As a reaction SMILES: [Br:14][NH:15][C:16](=[O:17])[CH2:18][CH2:19][C:20]([NH2:21])=[O:22].[C:1]([C:2]([CH3:3])([CH3:4])[CH3:5])(=[O:6])[c:7]1[cH:8][cH:9][c:10]([CH3:13])[cH:11][cH:12]1.[C:23]([O:24][O:25][C:26](=[O:27])[c:28]1[cH:29][cH:30][cH:31][cH:32][cH:33]1)(=[O:34])[c:35]1[cH:36][cH:37][cH:38][cH:39][cH:40]1.[C:41]([Cl:42])([Cl:43])([Cl:44])[Cl:45]>>[C:1]([C:2]([CH3:3])([CH3:4])[CH3:5])(=[O:6])[c:7]1[cH:8][cH:9][c:10]([CH2:13][Br:14])[cH:11][cH:12]1. Reactants: C(CC)N1CC(CCC1)(O)C1=C2C=CN(C2=CC=C1)C (1-propyl-3-(1-methyl-1H-indol-4-yl)-3-piperidinol), [OH-].[Na+] (sodium hydroxide). The solvent is Cl (hydrochloric acid). Product: CN1C=CC2=C(C=CC=C12)C=1CN(CCC1)CCC (1-methyl-4-(1-propyl-1,2,5,6-tetrahydropyridin-3-yl)-1H-indole). The yield is 81.0%. As a reaction SMILES: [CH2:1]([N:4]1[CH2:9][CH2:8][CH2:7][C:6]([C:11]2[CH:19]=[CH:18][CH:17]=[C:16]3[C:12]=2[CH:13]=[CH:14][N:15]3[CH3:20])(O)[CH2:5]1)[CH2:2][CH3:3].[OH-].[Na+]>Cl>[CH3:20][N:15]1[C:16]2[C:12](=[C:11]([C:6]3[CH2:5][N:4]([CH2:1][CH2:2][CH3:3])[CH2:9][CH2:8][CH:7]=3)[CH:19]=[CH:18][CH:17]=2)[CH:13]=[CH:14]1 |f:1.2|. Procedure: A solution of 8.2 g of 1-propyl-3-(1-methyl-1H-indol-4-yl)-3-piperidinol in 250 ml of 1 N hydrochloric acid was refluxed for 4 hours and while cooling in an ice bath, sodium hydroxide solution was added thereto until the pH was alkaline. The mixture was extracted with methylene chloride and the organic phase was washed with aqueous sodium chloride solution, dried and evaporated to dryness under reduced pressure. The residue was chromatographed over silica gel and was eluted with a 9-1 cyclohexan...